This data is from the Open Reaction Database (ORD), a public repository of structured organic reaction records. The task is: describe an organic reaction: reactants, conditions, products, and yield Reactants: N1=CC=C(C=C1)NC(C(=O)C1=CN(C2=CC=CC=C12)CC1=CC=C(C=C1)[N+](=O)[O-])=O (N-(pyridin-4-yl)-[1-(4-nitrobenzyl)indol-3-yl]glyoxyl-amide), C(C)(C)O (isopropanol), [H][H] (Hydrogen). Reagents/catalysts: [Ni] (Raney nickel), [Ni] (Raney nickel). Solvent: O1CCOCC1 (dioxane), O1CCOCC1 (dioxane). Conditions: time 3 hour. Yields the product N1=CC=C(C=C1)NC(C(=O)C1=CN(C2=CC=CC=C12)CC1=CC=C(C=C1)N)=O (N-(Pyridin-4-yl)-[1-(4-aminobenzyl)indol-3-yl]glyoxyl-amide). Reaction SMILES: [N:1]1[CH:6]=[CH:5][C:4]([NH:7][C:8](=[O:30])[C:9]([C:11]2[C:19]3[C:14](=[CH:15][CH:16]=[CH:17][CH:18]=3)[N:13]([CH2:20][C:21]3[CH:26]=[CH:25][C:24]([N+:27]([O-])=O)=[CH:23][CH:22]=3)[CH:12]=2)=[O:10])=[CH:3][CH:2]=1.C(O)(C)C.[H][H]>[Ni].O1CCOCC1>[N:1]1[CH:2]=[CH:3][C:4]([NH:7][C:8](=[O:30])[C:9]([C:11]2[C:19]3[C:14](=[CH:15][CH:16]=[CH:17][CH:18]=3)[N:13]([CH2:20][C:21]3[CH:22]=[CH:23][C:24]([NH2:27])=[CH:25][CH:26]=3)[CH:12]=2)=[O:10])=[CH:5][CH:6]=1. Procedure details: A mixture of 200 mg of Raney nickel in 50 ml of dioxane is treated with a suspension of 320 mg (0.8 mmol) of N-(pyridin-4-yl)-[1-(4-nitrobenzyl)indol-3-yl]glyoxyl-amide in a solvent mixture of 150 ml of dioxane and 20 ml of isopropanol. Hydrogen is passed into this suspension with shaking at a gas pressure of 5 bar and the temperature is kept at 30-35° C. After about 3 hours, a further 400 mg of Raney nickel are added and the hydrogenation is continued at 35° C. and 5 bar for a further 8 hours w... Starting materials: CC1(C)OB(c2ccc3c(c2)CCC(CN(Cc2ccccc2)CC(COc2ccccc2)O[Si](C)(C)C(C)(C)C)O3)OC1(C)C, Cc1ccccc1, CCO, NC(=O)c1cc(Cl)ccn1, [Na+], [Na+], O=C([O-])[O-], CC(=O)[O-], CC(=O)[O-], [Pd+2], c1ccc(P(c2ccccc2)c2ccccc2)cc1. Product: CC(C)(C)[Si](C)(C)OC(COc1ccccc1)CN(Cc1ccccc1)CC1CCc2cc(-c3ccnc(C(N)=O)c3)ccc2O1. As a reaction SMILES: [CH3:1][C:2]1([CH3:3])[C:4]([CH3:5])([CH3:6])[O:7][B:8]([c:9]2[cH:10][c:11]3[c:16]([cH:17][cH:18]2)[O:15][CH:14]([CH2:19][N:20]([CH2:21][CH:22]([CH2:23][O:24][c:25]2[cH:26][cH:27][cH:28][cH:29][cH:30]2)[O:31][Si:32]([CH3:33])([CH3:34])[C:35]([CH3:36])([CH3:37])[CH3:38])[CH2:39][c:40]2[cH:41][cH:42][cH:43][cH:44][cH:45]2)[CH2:13][CH2:12]3)[O:46]1.[CH3:82][c:83]1[cH:84][cH:85][cH:86][cH:87][cH:88]1.[CH3:89][CH2:90][OH:91].[Cl:47][c:48]1[cH:49][c:50]([C:54](=[O:55])[NH2:56])[n:51][cH:52][cH:53]1.[Na+:57].[Na+:58].[O-:59][C:60](=[O:61])[O-:62].[O-:93][C:94]([CH3:95])=[O:96].[O-:97][C:98]([CH3:99])=[O:100].[Pd+2:92].[c:63]1([P:64]([c:65]2[cH:66][cH:67][cH:68][cH:69][cH:70]2)[c:71]2[cH:72][cH:73][cH:74][cH:75][cH:76]2)[cH:77][cH:78][cH:79][cH:80][cH:81]1>>[c:9]1(-[c:48]2[cH:49][c:50]([C:54](=[O:55])[NH2:56])[n:51][cH:52][cH:53]2)[cH:10][c:11]2[c:16]([cH:17][cH:18]1)[O:15][CH:14]([CH2:19][N:20]([CH2:21][CH:22]([CH2:23][O:24][c:25]1[cH:26][cH:27][cH:28][cH:29][cH:30]1)[O:31][Si:32]([CH3:33])([CH3:34])[C:35]([CH3:36])([CH3:37])[CH3:38])[CH2:39][c:40]1[cH:41][cH:42][cH:43][cH:44][cH:45]1)[CH2:13][CH2:12]2. The reactants are N1(C=NC=C1)S(=O)(=O)N1CCCCC1 (1-(imidazole-1-sulfonyl)-piperidine), N1(C=NC=C1)S(=O)(=O)N1CCCCC1 (1-(imidazole-1-sulfonyl)-piperidine), COS(=O)(=O)C(F)(F)F (trifluoro-methanesulfonic acid methyl ester), C1CC12NCCN(C2)C=2C1=C(N=CN2)NC=C1 (4-(4,7-diaza-spiro[2.5]oct-7-yl)-7H-pyrrolo[2,3-d]pyrimidine), C1CC12NCCN(C2)C=2C1=C(N=CN2)NC=C1 (4-(4,7-diaza-spiro[2.5]oct-7-yl)-7H-pyrrolo[2,3-d]pyrimidine). Run in C(Cl)Cl (CH2Cl2), CS(=O)C (DMSO). Run at time 3 hour. The product is N1(CCCCC1)S(=O)(=O)N1C2(CC2)CN(CC1)C=1C2=C(N=CN1)NC=C2 (4-[4-(Piperidine-1-sulfonyl)-4,7-diaza-spiro[2.5]oct-7-yl]-7H-pyrrolo[2,3-d]pyrimidine). RXN SMILES: N1([S:6]([N:9]2[CH2:14][CH2:13][CH2:12][CH2:11][CH2:10]2)(=[O:8])=[O:7])C=CN=C1.COS(C(F)(F)F)(=O)=O.[CH2:24]1[C:26]2([CH2:31][N:30]([C:32]3[C:33]4[CH:40]=[CH:39][NH:38][C:34]=4[N:35]=[CH:36][N:37]=3)[CH2:29][CH2:28][NH:27]2)[CH2:25]1>C(Cl)Cl.CS(C)=O>[N:9]1([S:6]([N:27]2[CH2:28][CH2:29][N:30]([C:32]3[C:33]4[CH:40]=[CH:39][NH:38][C:34]=4[N:35]=[CH:36][N:37]=3)[CH2:31][C:26]32[CH2:24][CH2:25]3)(=[O:8])=[O:7])[CH2:14][CH2:13][CH2:12][CH2:11][CH2:10]1. Procedure: A solution of 1-(imidazole-1-sulfonyl)-piperidine (intermediate 13) (0.047 mmol) in dry CH2Cl2 (1 mL) was cooled to 0° C. and added trifluoro-methanesulfonic acid methyl ester (0.047 mmol). The reaction mixture was allowed to warm up freely to rt over a period of 4 h and then concentrated in vacuo. The residual oil was redissolved in dry CH3CN (1.5 mL), added a solution of 4-(4,7-diaza-spiro[2.5]oct-7-yl)-7H-pyrrolo[2,3-d]pyrimidine (intermediate 21) (0.047 mmol) in DMSO (1 mL) and then stirred ... The reactants are mixture, ClC1(OCCOC1)Cl (2,2-dichlorodioxane), [N+](=O)([O-])C1=CC=C(N)C=C1 (4-nitroaniline). Run at temperature 80 celsius, time 1 hour. The product is ClCCOCC(=O)NC1=CC=C(C=C1)[N+](=O)[O-] (2-(2-chloroethoxy)-N-(4-nitrophenyl)acetamide). As a reaction SMILES: Cl[C:2]1([Cl:8])[CH2:7][O:6][CH2:5][CH2:4][O:3]1.[N+:9]([C:12]1[CH:18]=[CH:17][C:15]([NH2:16])=[CH:14][CH:13]=1)([O-:11])=[O:10]>>[Cl:8][CH2:2][CH2:7][O:6][CH2:5][C:4]([NH:16][C:15]1[CH:17]=[CH:18][C:12]([N+:9]([O-:11])=[O:10])=[CH:13][CH:14]=1)=[O:3]. Procedure details: 1.53 g of a mixture of 2-chlorodioxene and 2,2-dichlorodioxane (molar ratio 1:1) are added to 1.00 g (7.24 mmol) of 4-nitroaniline, and the mixture is heated to 80° C. with stirring. A solid brown mass forms within one hour and becomes liquid again and crystallises within the following 12 hours. The crude product is recrystallised from ethanol with addition of water, giving 1.80 g of 2-(2-chloroethoxy)-N-(4-nitrophenyl)acetamide (“A1”) as yellowish crystals, m.p. 101-102° C. 1H-NMR (d6-DMSO): δ=...